From a dataset of the Open Reaction Database (ORD), a public repository of structured organic reaction records. describe an organic reaction: reactants, conditions, products, and yield Starting materials: [N+](=O)([O-])C=1C=C(C=CC1)C1=NC(N=N1)=O (3-Nitrophenyl-1,3,4-triazole-5-one). The reagents and catalysts are [Pd] (palladium/carbon). The solvent is C(C)O (ethanol). Run at time 5 minute. Product: NC=1C=C(C=CC1)C1=NC(N=N1)=O (3-Aminophenyl-1,3,4-triazole-5-one). The yield is 75.0%. RXN SMILES: [N+:1]([C:4]1[CH:5]=[C:6]([C:10]2[N:14]=[N:13][C:12](=[O:15])[N:11]=2)[CH:7]=[CH:8][CH:9]=1)([O-])=O>C(O)C.[Pd]>[NH2:1][C:4]1[CH:5]=[C:6]([C:10]2[N:14]=[N:13][C:12](=[O:15])[N:11]=2)[CH:7]=[CH:8][CH:9]=1. Reported procedure: 3-Nitrophenyl-1,3,4-triazole-5-one (250 mg) was dissolved in 10 ml of ethanol, treated with 0.100 g of 10% palladium/carbon catalyst, and hydrogenated on a Parr apparatus at 25 psi for 5 minutes. The reaction mixture was filtered through Celite and concentrated to give 0.160 g of the title compound. Starting materials: ClCCCl, O=C(O)c1ccc(Cl)c(Cl)c1, ClCCl, Cc1ccc(N)cc1N. The product is Cc1ccc(NC(=O)c2ccc(Cl)c(Cl)c2)cc1N. As a reaction SMILES: [CH2:21]([Cl:22])[CH2:23][Cl:24].[Cl:1][c:2]1[cH:3][c:4]([C:5](=[O:6])[OH:7])[cH:8][cH:9][c:10]1[Cl:11].[Cl:25][CH2:26][Cl:27].[NH2:12][c:13]1[c:14]([CH3:20])[cH:15][cH:16][c:17]([NH2:19])[cH:18]1>>[Cl:1][c:2]1[cH:3][c:4]([C:5](=[O:7])[NH:19][c:17]2[cH:16][cH:15][c:14]([CH3:20])[c:13]([NH2:12])[cH:18]2)[cH:8][cH:9][c:10]1[Cl:11]. The reactants are COC(=O)c1ccc2c(C3CCCCC3)c3n(c2c1)CC(N(C)CCNC(=O)OC(C)(C)C)COc1ccccc1-3, C1CCOC1, CO, [Na+], [OH-]. The product is CN(CCNC(=O)OC(C)(C)C)C1COc2ccccc2-c2c(C3CCCCC3)c3ccc(C(=O)O)cc3n2C1. RXN SMILES: [C:3]([CH3:4])([CH3:5])([CH3:6])[O:7][C:8](=[O:9])[NH:10][CH2:11][CH2:12][N:13]([CH:14]1[CH2:15][O:16][c:17]2[c:18]([cH:39][cH:40][cH:41][cH:42]2)-[c:19]2[n:20]([c:22]3[cH:23][c:24]([C:35](=[O:36])[O:37][CH3:38])[cH:25][cH:26][c:27]3[c:28]2[CH:29]2[CH2:30][CH2:31][CH2:32][CH2:33][CH2:34]2)[CH2:21]1)[CH3:43].[CH2:46]1[O:47][CH2:48][CH2:49][CH2:50]1.[CH3:44][OH:45].[Na+:2].[OH-:1]>>[C:3]([CH3:4])([CH3:5])([CH3:6])[O:7][C:8](=[O:9])[NH:10][CH2:11][CH2:12][N:13]([CH:14]1[CH2:15][O:16][c:17]2[c:18]([cH:39][cH:40][cH:41][cH:42]2)-[c:19]2[n:20]([c:22]3[cH:23][c:24]([C:35](=[O:36])[OH:37])[cH:25][cH:26][c:27]3[c:28]2[CH:29]2[CH2:30][CH2:31][CH2:32][CH2:33][CH2:34]2)[CH2:21]1)[CH3:43]. Reactants: BrCC1=NOC(=N1)C1=CC(=CC=C1)Cl (3-(bromomethyl)-5-(3-chlorophenyl)-1,2,4-oxadiazole), [NH4+].[Cl-] (NH4Cl), [Li]CCCC (nBuLi), N1=CC=C(C=C1)C=1N2C(=NN1)CCC2 (3-pyridin-4-yl-6,7-dihydro-5H-pyrrolo[2,1-c][1,2,4]triazole). Run in C1CCOC1 (THF), C1CCOC1 (THF). Conditions: temperature -78 celsius, time 30 minute. The product is ClC=1C=C(C=CC1)C1=NC(=NO1)CC1CCN2C1=NN=C2C2=CC=NC=C2 (7-{[5-(3-chlorophenyl)-1,2,4-oxadiazol-3-yl]methyl}-3-pyridin-4-yl-6,7-dihydro-5H-pyrrolo[2,1-c][1,2,4]triazole). Yield: 1.3%. Reaction SMILES: [Li]CCCC.[N:6]1[CH:11]=[CH:10][C:9]([C:12]2[N:13]3[CH2:19][CH2:18][CH2:17][C:14]3=[N:15][N:16]=2)=[CH:8][CH:7]=1.Br[CH2:21][C:22]1[N:26]=[C:25]([C:27]2[CH:32]=[CH:31][CH:30]=[C:29]([Cl:33])[CH:28]=2)[O:24][N:23]=1.[NH4+].[Cl-]>C1COCC1>[Cl:33][C:29]1[CH:28]=[C:27]([C:25]2[O:24][N:23]=[C:22]([CH2:21][CH:17]3[C:14]4=[N:15][N:16]=[C:12]([C:9]5[CH:8]=[CH:7][N:6]=[CH:11][CH:10]=5)[N:13]4[CH2:19][CH2:18]3)[N:26]=2)[CH:32]=[CH:31][CH:30]=1 |f:3.4|. Reported procedure: nBuLi (2.5 M, hex., 600 μl) was added to a solution of 3-pyridin-4-yl-6,7-dihydro-5H-pyrrolo[2,1-c][1,2,4]triazole (250 mg, 1.33 mmol) in THF (13 ml) at 0° C. After 10 min the reaction mixture was cooled to −78° C. and 3-(bromomethyl)-5-(3-chlorophenyl)-1,2,4-oxadiazole (400 mg, 1.46 mmol) in THF (10 ml) was added. After stirring at −78° C. for 30 min stirring was continued at 0° C. reaching r.t. o.n. Aq. sat. NH4Cl was added and the mixture was extracted with EA. The organic phase was washed wi... The reactants are C(#N)C1=CC=C(CNC(C(OCC)C2=C(C=C(C=C2F)C2=C(C=CC=C2)O)F)=O)C=C1 ((RS)-N-(4-cyano-benzyl)-2-(3,5-difluoro-2′-hydroxy-biphenyl-4-yl)-2-ethoxy-acetamide), C(C1=CC=CC=C1)OCCO (2-benzyloxy-ethanol), N(=NC(=O)OCC)C(=O)OCC (diethyl azodicarboxylate), C1(=CC=CC=C1)P(C1=CC=CC=C1)C1=CC=CC=C1 (triphenyl phosphine). Run in C1CCOC1 (THF). Product: C(C1=CC=CC=C1)OCCOC1=C(C=CC=C1)C1=CC(=C(C(=C1)F)C(C(=O)NCC1=CC=C(C=C1)C#N)OCC)F ((RS)-2-[2′-(2-benzyloxy-ethoxy)-3,5-difluoro-biphenyl-4-yl]-N-(4-cyano-benzyl)-2-ethoxy-acetamide). Reaction SMILES: [C:1]([C:3]1[CH:31]=[CH:30][C:6]([CH2:7][NH:8][C:9](=[O:29])[CH:10]([C:14]2[C:19]([F:20])=[CH:18][C:17]([C:21]3[CH:26]=[CH:25][CH:24]=[CH:23][C:22]=3[OH:27])=[CH:16][C:15]=2[F:28])[O:11][CH2:12][CH3:13])=[CH:5][CH:4]=1)#[N:2].[CH2:32]([O:39][CH2:40][CH2:41]O)[C:33]1[CH:38]=[CH:37][CH:36]=[CH:35][CH:34]=1.N(C(OCC)=O)=NC(OCC)=O.C1(P(C2C=CC=CC=2)C2C=CC=CC=2)C=CC=CC=1>C1COCC1>[CH2:32]([O:39][CH2:40][CH2:41][O:27][C:22]1[CH:23]=[CH:24][CH:25]=[CH:26][C:21]=1[C:17]1[CH:16]=[C:15]([F:28])[C:14]([CH:10]([O:11][CH2:12][CH3:13])[C:9]([NH:8][CH2:7][C:6]2[CH:5]=[CH:4][C:3]([C:1]#[N:2])=[CH:31][CH:30]=2)=[O:29])=[C:19]([F:20])[CH:18]=1)[C:33]1[CH:38]=[CH:37][CH:36]=[CH:35][CH:34]=1. Procedure: In analogy to example 22.1, (RS)-N-(4-cyano-benzyl)-2-(3,5-difluoro-2′-hydroxy-biphenyl-4-yl)-2-ethoxy-acetamide was reacted in a Mitsunobu reaction with 2-benzyloxy-ethanol, diethyl azodicarboxylate and triphenyl phosphine in THF to give (RS)-2-[2′-(2-benzyloxy-ethoxy)-3,5-difluoro-biphenyl-4-yl]-N-(4-cyano-benzyl)-2-ethoxy-acetamide. Yellow oil. MS 557.2 ([M+H]+) The reactants are CC(C)n1cnc2c(-c3ccc(OC4CCCCO4)cc3)ncnc21, Cl, C1COCCO1. The product is CC(C)n1cnc2c(-c3ccc(O)cc3)ncnc21. RXN SMILES: [CH:1]([CH3:2])([CH3:3])[n:4]1[c:5]2[n:6][cH:7][n:8][c:9](-[c:13]3[cH:14][cH:15][c:16]([O:19][CH:20]4[CH2:21][CH2:22][CH2:23][CH2:24][O:25]4)[cH:17][cH:18]3)[c:10]2[n:11][cH:12]1.[ClH:26].[O:27]1[CH2:28][CH2:29][O:30][CH2:31][CH2:32]1>>[CH:1]([CH3:2])([CH3:3])[n:4]1[c:5]2[n:6][cH:7][n:8][c:9](-[c:13]3[cH:14][cH:15][c:16]([OH:19])[cH:17][cH:18]3)[c:10]2[n:11][cH:12]1. The reactants are C1CCNC1, Cc1ccccc1, CCOC(C)=O, O=C(Cl)C1CCCCC12OCCO2. Product: O=C(C1CCCCC12OCCO2)N1CCCC1. As a reaction SMILES: [CH2:1]1[CH2:2][CH2:3][NH:4][CH2:5]1.[CH3:19][c:20]1[cH:21][cH:22][cH:23][cH:24][cH:25]1.[CH3:26][CH2:27][O:28][C:29](=[O:30])[CH3:31].[O:6]1[CH2:7][CH2:8][O:9][C:10]12[CH:11]([C:16](=[O:17])[Cl:18])[CH2:12][CH2:13][CH2:14][CH2:15]2>>[CH2:1]1[CH2:2][CH2:3][N:4]([C:16]([CH:11]2[C:10]3([O:6][CH2:7][CH2:8][O:9]3)[CH2:15][CH2:14][CH2:13][CH2:12]2)=[O:17])[CH2:5]1.